This data is from the Open Reaction Database (ORD), a public repository of structured organic reaction records. The task is: describe an organic reaction: reactants, conditions, products, and yield Reactants: C(C1=CC=CC=C1)C=1N=NC2=C(C=CC=C2C1C=1C=C(C=CC1)N)Cl ([3-(3-benzyl-8-chlorocinnolin-4-yl)phenyl]amine), ClC=1C=CC(=C(C=O)C1)C(F)(F)F (5-chloro-2-trifluoromethylbenzaldehyde). Product: C(C1=CC=CC=C1)C=1N=NC2=C(C=CC=C2C1C=1C=C(C=CC1)NCC1=C(C=CC(=C1)Cl)C(F)(F)F)Cl ([3-(3-Benzyl-8-chlorocinnolin-4-yl)phenyl][5-chloro-2-(trifluoromethyl)benzyl]amine). RXN SMILES: [CH2:1]([C:8]1[N:9]=[N:10][C:11]2[C:16]([C:17]=1[C:18]1[CH:19]=[C:20]([NH2:24])[CH:21]=[CH:22][CH:23]=1)=[CH:15][CH:14]=[CH:13][C:12]=2[Cl:25])[C:2]1[CH:7]=[CH:6][CH:5]=[CH:4][CH:3]=1.[Cl:26][C:27]1[CH:28]=[CH:29][C:30]([C:35]([F:38])([F:37])[F:36])=[C:31]([CH:34]=1)[CH:32]=O>>[CH2:1]([C:8]1[N:9]=[N:10][C:11]2[C:16]([C:17]=1[C:18]1[CH:19]=[C:20]([NH:24][CH2:32][C:31]3[CH:34]=[C:27]([Cl:26])[CH:28]=[CH:29][C:30]=3[C:35]([F:37])([F:36])[F:38])[CH:21]=[CH:22][CH:23]=1)=[CH:15][CH:14]=[CH:13][C:12]=2[Cl:25])[C:2]1[CH:7]=[CH:6][CH:5]=[CH:4][CH:3]=1. Procedure: The title compound was prepared from [3-(3-benzyl-8-chlorocinnolin-4-yl)phenyl]amine and 5-chloro-2-trifluoromethylbenzaldehyde according to the procedure of Step 5 Example 6. MS (ESI) m/z 538. The reactants are OC(=O)C(F)(F)F.N[C@@H](C(=O)NN1C[C@H](CC1)N(C(C(C)C)=O)C1CCCCC1)CC1=CC=C(C=C1)Cl ((2R)-2-amino-N-{(3S)-3-[cyclohexyl(isobutyryl)amino]pyrrolidine-1-yl}-3-(4-chlorophenyl)propionamide TFA), C(=O)(OC(C)(C)C)N1CC(C1)=O (BOC-3-oxo-azetidine). Yields the product C(=O)(OC(C)(C)C)N1CC(C1)N[C@@H](C(=O)NN1C[C@H](CC1)N(C(C(C)C)=O)C1CCCCC1)CC1=CC=C(C=C1)Cl ((2R)-2-[1-(BOC)azetidine-3-yl]amino-N-{(3S)-3-[cyclohexyl(isobutyryl)amino]pyrrolidine-1-yl}-3-(4-chlorophenyl)propionamide). RXN SMILES: OC(C(F)(F)F)=O.[NH2:8][C@H:9]([CH2:30][C:31]1[CH:36]=[CH:35][C:34]([Cl:37])=[CH:33][CH:32]=1)[C:10]([NH:12][N:13]1[CH2:17][CH2:16][C@H:15]([N:18]([CH:24]2[CH2:29][CH2:28][CH2:27][CH2:26][CH2:25]2)[C:19](=[O:23])[CH:20]([CH3:22])[CH3:21])[CH2:14]1)=[O:11].[C:38]([N:45]1[CH2:48][C:47](=O)[CH2:46]1)([O:40][C:41]([CH3:44])([CH3:43])[CH3:42])=[O:39]>>[C:38]([N:45]1[CH2:46][CH:47]([NH:8][C@H:9]([CH2:30][C:31]2[CH:36]=[CH:35][C:34]([Cl:37])=[CH:33][CH:32]=2)[C:10]([NH:12][N:13]2[CH2:17][CH2:16][C@H:15]([N:18]([CH:24]3[CH2:29][CH2:28][CH2:27][CH2:26][CH2:25]3)[C:19](=[O:23])[CH:20]([CH3:22])[CH3:21])[CH2:14]2)=[O:11])[CH2:48]1)([O:40][C:41]([CH3:44])([CH3:43])[CH3:42])=[O:39] |f:0.1|. Procedure: The title compound was prepared following the procedure described in Step A of Example 3 using (2R)-2-amino-N-{(3S)-3-[cyclohexyl(isobutyryl)amino]pyrrolidine-1-yl}-3-(4-chlorophenyl)propionamide TFA prepared in Example 1 and BOC-3-oxo-azetidine. The reactants are N1C=NC(=C1)C1=NC=CC(=C1)C(=O)OC (methyl 2-(1H-imidazol-4-yl)pyridine-4-carboxylate), BrC1CC2=CC=CC=C2C1 (2-bromo-2,3-dihydro-1H-indene), [OH-].[Na+] (NaOH). The solvent is CO (MeOH). Product: C1C(CC2=CC=CC=C12)N1C=NC(=C1)C1=NC=CC(=C1)C(=O)O (2-[1-(2,3-dihydro-1H-inden-2-yl)imidazol-4-yl]pyridine-4-carboxylic acid). The yield is 48.0%. As a reaction SMILES: [NH:1]1[CH:5]=[C:4]([C:6]2[CH:11]=[C:10]([C:12]([O:14]C)=[O:13])[CH:9]=[CH:8][N:7]=2)[N:3]=[CH:2]1.Br[CH:17]1[CH2:25][C:24]2[C:19](=[CH:20][CH:21]=[CH:22][CH:23]=2)[CH2:18]1.[OH-].[Na+]>CO>[CH2:25]1[C:24]2[C:19](=[CH:20][CH:21]=[CH:22][CH:23]=2)[CH2:18][CH:17]1[N:1]1[CH:5]=[C:4]([C:6]2[CH:11]=[C:10]([C:12]([OH:14])=[O:13])[CH:9]=[CH:8][N:7]=2)[N:3]=[CH:2]1 |f:2.3|. Reported procedure: The title compound was prepared in 48% yield from methyl 2-(1H-imidazol-4-yl)pyridine-4-carboxylate (PREPARATION 5) and 2-bromo-2,3-dihydro-1H-indene according to the procedure for the preparation of Example 44, followed by saponification using NaOH in MeOH. 1HNMR (400 MHz, DMSO): δ 2.21 (2H, d), 3.52 (2H, d), 5.22 (1H, m), 7.23 (2H, m), 7.32 (2H, m), 7.45 (1H, t, J=5.4 Hz), 7.59 (1H, s), 7.82 (1H, s), 8.21 (1H, s), 8.35 (1H, d). [M+H] Calc'd for C18H15N3O2, 306. Found, 306. Reactants: CC(C)(C)OC(=O)N1CCC(O)(c2ccc(Cl)c(Cl)c2)C1, ClCCl, O=C(O)C(F)(F)F. Yields the product OC1(c2ccc(Cl)c(Cl)c2)CCNC1. Reaction SMILES: [Cl:1][c:2]1[cH:3][c:4]([C:9]2([OH:21])[CH2:10][N:11]([C:14]([O:15][C:16]([CH3:17])([CH3:18])[CH3:19])=[O:20])[CH2:12][CH2:13]2)[cH:5][cH:6][c:7]1[Cl:8].[Cl:29][CH2:30][Cl:31].[OH:22][C:23]([C:24]([F:25])([F:26])[F:27])=[O:28]>>[Cl:1][c:2]1[cH:3][c:4]([C:9]2([OH:21])[CH2:10][NH:11][CH2:12][CH2:13]2)[cH:5][cH:6][c:7]1[Cl:8]. As a reaction SMILES: [C:1]([CH2:3][C:4]([NH:6][C:7]([CH3:10])([CH3:9])[CH3:8])=[O:5])#[N:2].[N:11](Cl)=[O:12].C(Cl)Cl>C(Cl)(Cl)Cl>[C:1]([C:3](=[N:11][OH:12])[C:4]([NH:6][C:7]([CH3:10])([CH3:9])[CH3:8])=[O:5])#[N:2]. The solvent is C(Cl)(Cl)Cl (CHCl3). Yields the product C(#N)C(C(=O)NC(C)(C)C)=NO (2-cyano-N-(1,1-dimethylethyl)-2-(hydroxyimino)acetamide). Procedure: The compound of the formula 5 can be prepared also by the following novel method: 2-Cyano-N-(1,1-dimethylethyl)acetamide 11 (Bhawal, B. M.; Khanapure, S. P.; Biehl, E. R.; Syn. Commun., 1990, 20, 3235) is allowed to react with nitrosyl chloride in an inert organic solvent such as CH2Cl2 or CHCl3 at moderate temperature (e.g., ambient temperature to −25° C., preferably about 0° C.). The resulting 2-cyano-N-(1,1-dimethylethyl)-2-(hydroxyimino)acetamide 13 is isolated and reduced, for example with ... Reactants: formula 5, C(#N)CC(=O)NC(C)(C)C (2-Cyano-N-(1,1-dimethylethyl)acetamide), N(=O)Cl (nitrosyl chloride), C(Cl)Cl (CH2Cl2).